From a dataset of the Open Reaction Database (ORD), a public repository of structured organic reaction records. describe an organic reaction: reactants, conditions, products, and yield Reactants: N1(CCNCC1)C=1C=CC=2N(N1)C(=NN2)C(F)(F)F (6-(piperazin-1-yl)-3-(trifluoromethyl)-[1,2,4]triazolo[4,3-b]pyridazine), O1C(=NC2=C1C=CC=C2)C=O (1,3-benzoxazole-2-carbaldehyde). Yields the product O1C(=NC2=C1C=CC=C2)CN2CCN(CC2)C=2C=CC=1N(N2)C(=NN1)C(F)(F)F (6-[4-(1,3-benzoxazol-2-ylmethyl)piperazin-1-yl]-3-(trifluoromethyl)-[1,2,4]triazolo[4,3-b]pyridazine). Reaction SMILES: [N:1]1([C:7]2[CH:8]=[CH:9][C:10]3[N:11]([C:13]([C:16]([F:19])([F:18])[F:17])=[N:14][N:15]=3)[N:12]=2)[CH2:6][CH2:5][NH:4][CH2:3][CH2:2]1.[O:20]1[C:24]2[CH:25]=[CH:26][CH:27]=[CH:28][C:23]=2[N:22]=[C:21]1[CH:29]=O>>[O:20]1[C:24]2[CH:25]=[CH:26][CH:27]=[CH:28][C:23]=2[N:22]=[C:21]1[CH2:29][N:4]1[CH2:3][CH2:2][N:1]([C:7]2[CH:8]=[CH:9][C:10]3[N:11]([C:13]([C:16]([F:17])([F:18])[F:19])=[N:14][N:15]=3)[N:12]=2)[CH2:6][CH2:5]1. Reported procedure: Reductive amination of 6-(piperazin-1-yl)-3-(trifluoromethyl)-[1,2,4]triazolo[4,3-b]pyridazine with 1,3-benzoxazole-2-carbaldehyde was carried out according to General Synthetic Method 5. The crude product was purified by hplc using a Waters XBridge Prep C18 OBD column (5μ silica, 19 mm diameter, 100 mm length) eluted with decreasingly polar mixtures of water (containing 1% aqueous ammonia) and acetonitrile as eluents to give 6-[4-(1,3-benzoxazol-2-ylmethyl)piperazin-1-yl]-3-(trifluoromethyl)-[1... The reactants are COC(C(CC1CCCC1)C1=CC=C(C=C1)I)=O (3-cyclopentyl-2-(4-iodo-phenyl)-propionic acid methyl ester), C(#C)C1(CCCCC1)O (1-ethynyl cyclohexanol). Reagents/catalysts: C1=CC=C(C=C1)P(C2=CC=CC=C2)C3=CC=CC=C3.C1=CC=C(C=C1)P(C2=CC=CC=C2)C3=CC=CC=C3.Cl[Pd]Cl (bis(triphenylphosphine)palladium (II) chloride), [I-] (iodide), C(C)N(CC)CC (triethylamine). Solvent: CN(C=O)C (N,N-dimethylformamide). Reaction conditions: temperature 70 celsius. Yields the product ethyl acetate hexanes, COC(C(CC1CCCC1)C1=CC=C(C=C1)C#CC1(CCCCC1)O)=O (3-cyclopentyl-2-[4-(1-hydroxy-cyclohexylethynyl)-phenyl]-propionic acid methyl ester). The yield is 109.2%. Reaction SMILES: [CH3:1][O:2][C:3](=[O:18])[CH:4]([C:11]1[CH:16]=[CH:15][C:14](I)=[CH:13][CH:12]=1)[CH2:5][CH:6]1[CH2:10][CH2:9][CH2:8][CH2:7]1.[C:19]([C:21]1([OH:27])[CH2:26][CH2:25][CH2:24][CH2:23][CH2:22]1)#[CH:20]>CN(C)C=O.C1C=CC(P(C2C=CC=CC=2)C2C=CC=CC=2)=CC=1.C1C=CC(P(C2C=CC=CC=2)C2C=CC=CC=2)=CC=1.Cl[Pd]Cl.C(N(CC)CC)C.[I-]>[CH3:1][O:2][C:3](=[O:18])[CH:4]([C:11]1[CH:16]=[CH:15][C:14]([C:20]#[C:19][C:21]2([OH:27])[CH2:26][CH2:25][CH2:24][CH2:23][CH2:22]2)=[CH:13][CH:12]=1)[CH2:5][CH:6]1[CH2:10][CH2:9][CH2:8][CH2:7]1 |f:3.4.5|. Procedure details: A solution of 3-cyclopentyl-2-(4-iodo-phenyl)-propionic acid methyl ester (716 mg, 2.0 mmol) and triethylamine (2 mL, 0.01 mmol) in N,N-dimethylformamide (2 mL) was treated with 1-ethynyl cyclohexanol (621 mg, 5.0 mmol). The resulting reaction mixture was degassed with argon and then treated with cooper iodide (10 mg, 0.05 mmol) and bis(triphenylphosphine)palladium (II) chloride (15 mg, 0.02 mmol). The reaction was then heated at 70° C. for 24 h. At this time, the reaction was cooled to 25° C. a... Starting materials: BrC1=NC=C(C=C1)[N+](=O)[O-] (2-Bromo-5-nitropyridine), Cl.OC1CNC1 (3-hydroxyazetidine hydrochloride), C([O-])([O-])=O.[K+].[K+] (potassium carbonate). Yields the product [N+](=O)([O-])C=1C=CC(=NC1)N1CC(C1)O (1-(5-nitro-pyridin-2-yl)-azetidin-3-ol). As a reaction SMILES: Br[C:2]1[CH:7]=[CH:6][C:5]([N+:8]([O-:10])=[O:9])=[CH:4][N:3]=1.Cl.[OH:12][CH:13]1[CH2:16][NH:15][CH2:14]1.C(=O)([O-])[O-].[K+].[K+]>CN(C=O)C.CCOC(C)=O>[N+:8]([C:5]1[CH:6]=[CH:7][C:2]([N:15]2[CH2:16][CH:13]([OH:12])[CH2:14]2)=[N:3][CH:4]=1)([O-:10])=[O:9] |f:1.2,3.4.5|. Run in CN(C)C=O (DMF), CCOC(=O)C (EtOAc). Procedure details: 2-Bromo-5-nitropyridine (406 mg, 2 mmol), 3-hydroxyazetidine hydrochloride (199 mg, 2 mmol), and finely ground potassium carbonate (828 mg, 6 mmol) were heated to 80° C. in 20 mL anhydrous DMF for 5 hrs. The mixture was diluted with EtOAc, extracted with H2O and dried over MgSO4. The EtOAc layer was filtered, evaporated to dryness and used without further purification. ES-MS calcd for C8H9N3O3 (m/e) 195.18, obsd 196.2 (M+H). Starting materials: ClC=1C=CC(=C(C(=O)C2=C(C=CC=C2)F)C1)NCC(CO)O (5-chloro-2-[(2,3-dihydroxypropyl)-amino]-2'-fluorobenzophenone), Cl.NCC(=O)Cl (glycyl chloride hydrochloride). Run in C(Cl)Cl (methylene chloride). Conditions: time 2 hour. Product: ClC=1C=CC2=C(C(=NCC(N2CC(CO)O)=O)C2=C(C=CC=C2)F)C1 (7-chloro-1-(2,3-dihydroxypropyl)-5-(2-fluorophenyl)-1,3-dihydro-2H-1,4-benzodiazepin-2-one). As a reaction SMILES: [Cl:1][C:2]1[CH:3]=[CH:4][C:5]([NH:17][CH2:18][CH:19]([OH:22])[CH2:20][OH:21])=[C:6]([CH:16]=1)[C:7]([C:9]1[CH:14]=[CH:13][CH:12]=[CH:11][C:10]=1[F:15])=O.Cl.[NH2:24][CH2:25][C:26](Cl)=[O:27]>C(Cl)Cl>[Cl:1][C:2]1[CH:3]=[CH:4][C:5]2[N:17]([CH2:18][CH:19]([OH:22])[CH2:20][OH:21])[C:26](=[O:27])[CH2:25][N:24]=[C:7]([C:9]3[CH:14]=[CH:13][CH:12]=[CH:11][C:10]=3[F:15])[C:6]=2[CH:16]=1 |f:1.2|. Procedure details: 3.3 g of 5-chloro-2-[(2,3-dihydroxypropyl)-amino]-2'-fluorobenzophenone are dissolved in methylene chloride and treated under anhydrous conditions with 2.6 g of glycyl chloride hydrochloride. The mixture is stirred for 2 hours at room temperature, then the methylene chloride is extensively distilled off, whereupon the residue is stirred for 30 minutes with 3 N hydrochloric acid. The acidic aqueous solution is extracted with ether, subsequently made alkaline with 3 N sodium hydroxide or concentra... Reactants: O=C([O-])[O-], ClCCl, Cc1cc(C)c(N)c(C)c1, O=[N+]([O-])c1cccnc1Cl, [Cs+], [Cs+]. The product is Cc1cc(C)c(Nc2ncccc2[N+](=O)[O-])c(C)c1. As a reaction SMILES: [C:21](=[O:22])([O-:23])[O-:24].[CH2:27]([Cl:28])[Cl:29].[CH3:11][c:12]1[c:13]([NH2:14])[c:15]([CH3:20])[cH:16][c:17]([CH3:19])[cH:18]1.[Cl:1][c:2]1[n:3][cH:4][cH:5][cH:6][c:7]1[N+:8](=[O:9])[O-:10].[Cs+:25].[Cs+:26]>>[c:2]1([NH:14][c:13]2[c:12]([CH3:11])[cH:18][c:17]([CH3:19])[cH:16][c:15]2[CH3:20])[n:3][cH:4][cH:5][cH:6][c:7]1[N+:8](=[O:9])[O-:10]. Reactants: C(C1=CC=CC=C1)(=O)NC1=CC=C(C=C1)C1=CC=C2CN(C(C2=C1)=O)[C@H](C(=O)OC)C(C)C ((S)-Methyl 2-(6-(4-benzamidophenyl)-1-oxoisoindolin-2-yl)-3-methylbutanoate), NC1=CC=C(C=C1)C1=CC=C2CN(C(C2=C1)=O)C1(CCCC1)C(=O)OC (Methyl 1-(6-(4-aminophenyl)-1-oxoisoindolin-2-yl)cyclopentanecarboxylate), C(C)(C)(C)C1=CC=C(C(=O)Cl)C=C1 (4-(t-butyl)benzoyl chloride). Yields the product C(C)(C)(C)C1=CC=C(C(=O)NC2=CC=C(C=C2)C2=CC=C3CN(C(C3=C2)=O)C2(CCCC2)C(=O)OC)C=C1 (Methyl 1-(6-(4-(4-(tert-butyl)benzamido)phenyl)-1-oxoisoindolin-2-yl)cyclopentanecarboxylate). Isolated yield 79.0%. Reaction SMILES: C(NC1C=CC(C2C=C3C(CN([C@@H](C(C)C)C(OC)=O)C3=O)=CC=2)=CC=1)(=O)C1C=CC=CC=1.[NH2:34][C:35]1[CH:40]=[CH:39][C:38]([C:41]2[CH:49]=[C:48]3[C:44]([CH2:45][N:46]([C:51]4([C:56]([O:58][CH3:59])=[O:57])[CH2:55][CH2:54][CH2:53][CH2:52]4)[C:47]3=[O:50])=[CH:43][CH:42]=2)=[CH:37][CH:36]=1.[C:60]([C:64]1[CH:72]=[CH:71][C:67]([C:68](Cl)=[O:69])=[CH:66][CH:65]=1)([CH3:63])([CH3:62])[CH3:61]>>[C:60]([C:64]1[CH:65]=[CH:66][C:67]([C:68]([NH:34][C:35]2[CH:36]=[CH:37][C:38]([C:41]3[CH:49]=[C:48]4[C:44]([CH2:45][N:46]([C:51]5([C:56]([O:58][CH3:59])=[O:57])[CH2:55][CH2:54][CH2:53][CH2:52]5)[C:47]4=[O:50])=[CH:43][CH:42]=3)=[CH:39][CH:40]=2)=[O:69])=[CH:71][CH:72]=1)([CH3:63])([CH3:61])[CH3:62]. Procedure details: The compound of example 530 was prepared analogous to compound of example 97 by reaction of compound of example 527 with 4-(t-butyl)benzoyl chloride. The reactants are ClCl (Chlorine), NC1=NC(=NC(=N1)SC)C(C)F (2-amino-4-methylthio-6-(1-fluoroethyl)-1,3,5-triazine), ice, [OH-].[Na+] (sodium hydroxide). Solvent: C(C)(=O)O (acetic acid). Conditions: temperature 20 celsius, time 30 minute. The product is NC1=NC(=NC(=N1)Cl)C(C)F (2-amino-4-chloro-6-(1-fluoroethyl)-1,3,5-triazine). Yield: 70.0%. As a reaction SMILES: [Cl:1]Cl.[NH2:3][C:4]1[N:9]=[C:8](SC)[N:7]=[C:6]([CH:12]([F:14])[CH3:13])[N:5]=1.[OH-].[Na+]>C(O)(=O)C>[NH2:3][C:4]1[N:9]=[C:8]([Cl:1])[N:7]=[C:6]([CH:12]([F:14])[CH3:13])[N:5]=1 |f:2.3|. Procedure details: Chlorine gas was passed into a suspension of 38 g of 2-amino-4-methylthio-6-(1-fluoroethyl)-1,3,5-triazine in 0.25 l of glacial acetic acid (15 min) at 20 to 25° C. The reaction mixture was stirred for 30 min at approx. 20° C., sprayed for 1 hour with nitrogen gas at room temperature, poured into 1.25 l of ice-cold aqueous solution of 87 g of sodium hydroxide and stirred for 5 min. After extraction with ethyl acetate, the organic phase was washed with water and dried over magnesium sulfate, and ... Starting materials: C1=C(C2=NNCCCCCCCC2)CCCCCCCCC1, O=C(O)c1ccc2nc(Cc3ccccc3)n(Cc3ccc(Cl)cc3Cl)c2c1, CN(C)C=O, Cl, NS(=O)(=O)c1ccccc1. The product is O=C(NS(=O)(=O)c1ccccc1)c1ccc2nc(Cc3ccccc3)n(Cc3ccc(Cl)cc3Cl)c2c1. Reaction SMILES: [C:39]1([C:40]2=[CH:50][CH2:49][CH2:48][CH2:47][CH2:46][CH2:45][CH2:44][CH2:43][CH2:42][CH2:41]2)=[N:60][NH:59][CH2:58][CH2:57][CH2:56][CH2:55][CH2:54][CH2:53][CH2:52][CH2:51]1.[CH2:1]([c:2]1[cH:3][cH:4][cH:5][cH:6][cH:7]1)[c:8]1[n:9][c:10]2[c:11]([n:12]1[CH2:13][c:14]1[c:15]([Cl:21])[cH:16][c:17]([Cl:20])[cH:18][cH:19]1)[cH:22][c:23]([C:26](=[O:27])[OH:28])[cH:24][cH:25]2.[CH3:62][N:63]([CH3:64])[CH:65]=[O:66].[ClH:61].[c:29]1([S:35](=[O:36])(=[O:37])[NH2:38])[cH:30][cH:31][cH:32][cH:33][cH:34]1>>[CH2:1]([c:2]1[cH:3][cH:4][cH:5][cH:6][cH:7]1)[c:8]1[n:9][c:10]2[c:11]([n:12]1[CH2:13][c:14]1[c:15]([Cl:21])[cH:16][c:17]([Cl:20])[cH:18][cH:19]1)[cH:22][c:23]([C:26](=[O:27])[NH:38][S:35]([c:29]1[cH:30][cH:31][cH:32][cH:33][cH:34]1)(=[O:36])=[O:37])[cH:24][cH:25]2. The reactants are NC1=C(C=CC=C1N)C (2,3-Diaminotoluene), 1,1-carbonyldiimidazole, CN(C)C=O (DMF). Run in O (water). Procedure details: 2,3-Diaminotoluene (5 g, 41 mmol), 1,1-carbonyldiimidazole (7.3 g, 45 mmol) and 50 ml of anhydrous DMF are successively introduced into a 250 ml two-necked flask under an argon atomosphere, equipped with a magnetic stirrer. After heating the mixture at 90-95° C. for 4 hours, the solvent is distilled off under vacuum and the residue obtained is taken up in water (250 ml) and extracted with ethyl acetate (3×250 ml). The insoluble product formed during the extraction is recovered (4.8 g) and the co... Product: OC=1NC2=C(N1)C=CC=C2C (2-Hydroxy-4-methylbenzimidazole). Reaction SMILES: [NH2:1][C:2]1[C:7]([NH2:8])=[CH:6][CH:5]=[CH:4][C:3]=1[CH3:9].CN([CH:13]=[O:14])C>O>[OH:14][C:13]1[NH:1][C:2]2[C:3]([CH3:9])=[CH:4][CH:5]=[CH:6][C:7]=2[N:8]=1. Reaction conditions: temperature 92.5 celsius.